This data is from the Open Reaction Database (ORD), a public repository of structured organic reaction records. The task is: describe an organic reaction: reactants, conditions, products, and yield The reactants are CCOC(=O)c1cnc2c(-c3cccc(Cl)c3)cnn2c1Cl, CCOC(=O)c1ccn2nccc2n1. The product is CCOC(=O)c1cnc2c(-c3cccc(Cl)c3)cnn2c1. Reaction SMILES: [CH2:1]([CH3:2])[O:3][C:4](=[O:5])[c:6]1[cH:7][n:8][c:9]2[n:10]([c:11]1[Cl:12])[n:13][cH:14][c:15]2-[c:16]1[cH:17][c:18]([Cl:22])[cH:19][cH:20][cH:21]1.[CH2:23]([O:24][C:25]([c:26]1[cH:27][cH:28][n:29]2[n:30][cH:31][cH:32][c:33]2[n:34]1)=[O:35])[CH3:36]>>[CH2:1]([CH3:2])[O:3][C:4](=[O:5])[c:6]1[cH:7][n:8][c:9]2[n:10]([cH:11]1)[n:13][cH:14][c:15]2-[c:16]1[cH:17][c:18]([Cl:22])[cH:19][cH:20][cH:21]1. Reaction SMILES: [CH3:1][N:2]1[CH2:7][CH2:6][CH2:5][C@@H:4]([O:8][C:9](=[O:24])[C:10]([OH:23])([C:17]2[CH:22]=[CH:21][CH:20]=[CH:19][CH:18]=2)[C:11]2[CH:16]=[CH:15][CH:14]=[CH:13][CH:12]=2)[CH2:3]1.[Br:25]C[CH2:27][CH2:28][O:29][C:30]1[CH:35]=[CH:34][CH:33]=[CH:32][CH:31]=1.[C:36](#N)C>>[Br-:25].[OH:23][C:10]([C:17]1[CH:18]=[CH:19][CH:20]=[CH:21][CH:22]=1)([C:11]1[CH:16]=[CH:15][CH:14]=[CH:13][CH:12]=1)[C:9]([O:8][C@@H:4]1[CH2:5][CH2:6][CH2:7][N+:2]([CH3:36])([CH2:1][CH:28]([O:29][C:30]2[CH:35]=[CH:34][CH:33]=[CH:32][CH:31]=2)[CH3:27])[CH2:3]1)=[O:24] |f:3.4|. The reactants are CN1C[C@@H](CCC1)OC(C(C1=CC=CC=C1)(C1=CC=CC=C1)O)=O (Hydroxy-diphenyl-acetic acid (R)-methyl-piperidin-3-yl ester), BrCCCOC1=CC=CC=C1 ((3-bromo-propoxy)-benzene), C(C)#N (acetonitrile). Reaction conditions: temperature 60 celsius. Procedure: Hydroxy-diphenyl-acetic acid (R)-methyl-piperidin-3-yl ester (1.7 g, 0.00523 mol) and (3-bromo-propoxy)-benzene (1.2 ml, 0.00781 mol) are dissolved in acetonitrile (2 ml) and stirred at 60° C. over night. The reaction mixture is cooled to room temperature and evaporated to dryness. The residue is taken up in DCM and extracted with water. The aqueous layer is washed with DCM (3×20 ml) and evaporated to dryness. The residue is purified by flash chromatography over C18 silica gel (70 g) using a gra... Yields the product [Br-].OC(C(=O)O[C@H]1C[N+](CCC1)(CC(C)OC1=CC=CC=C1)C)(C1=CC=CC=C1)C1=CC=CC=C1 ((1R/S,3R)-3-(2-Hydroxy-2,2-diphenyl-acetoxy)-1-methyl-1-(2-phenoxy-propyl)-piperidinium bromide). Solvent: C(C)(=O)OCC (ethyl acetate), CO (methanol). Run at time 2 hour. Reported procedure: N-Methyl-N-methyloxy-2-benzyloxycarbonylamino-5-isobutyloxybenzamide (1.0 g) was dissolved in a mixture of ethyl acetate (10 ml) and methanol (10 ml). To the solution was added 10% palladium-carbon (0.2 g). The mixture was stirred for two hours at room temperature under hydrogen atmosphere. The reaction mixture was subjected to filtration. From the filtrate, the solvent was distilled off to leave N-methyl-N-methyloxy-2-amino-5-isobutyloxybenzamide as a yellow oily product (0.6 g). Product: CN(C(C1=C(C=CC(=C1)OCC(C)C)N)=O)OC (N-methyl-N-methyloxy-2-amino-5-isobutyloxybenzamide), product. Reagents/catalysts: [C].[Pd] (palladium-carbon). Reaction SMILES: [CH3:1][N:2]([O:27][CH3:28])[C:3](=[O:26])[C:4]1[CH:9]=[C:8]([O:10][CH2:11][CH:12]([CH3:14])[CH3:13])[CH:7]=[CH:6][C:5]=1[NH:15]C(OCC1C=CC=CC=1)=O>C(OCC)(=O)C.CO.[C].[Pd]>[CH3:1][N:2]([O:27][CH3:28])[C:3](=[O:26])[C:4]1[CH:9]=[C:8]([O:10][CH2:11][CH:12]([CH3:14])[CH3:13])[CH:7]=[CH:6][C:5]=1[NH2:15] |f:3.4|. The reactants are CN(C(C1=C(C=CC(=C1)OCC(C)C)NC(=O)OCC1=CC=CC=C1)=O)OC (N-Methyl-N-methyloxy-2-benzyloxycarbonylamino-5-isobutyloxybenzamide). The reactants are N1[C@@H](CCC1=O)C(=O)O (pyroglutamic acid), C(O)CN (ethanolamine), O=C1CCC(N1)C(=O)O (5-oxo-2-pyrrolidinecarboxylic acid), ( I ). Yields the product N1C(CCC1C=1OCCN1)=O (2-(2-pyrrolidon-5-yl)-2-oxazoline). RXN SMILES: [NH:1]1[C:5](=[O:6])[CH2:4][CH2:3][C@H:2]1[C:7]([OH:9])=O.O=C1[NH:15][CH:14](C(O)=O)[CH2:13]C1.C(CN)O>>[NH:1]1[CH:2]([C:7]2[O:9][CH2:13][CH2:14][N:15]=2)[CH2:3][CH2:4][C:5]1=[O:6]. Procedure: In a similar manner, pyroglutamic acid, i.e. 5-oxo-2-pyrrolidinecarboxylic acid, where R=H and m=0 in the above formula (I), can be condensed with ethanolamine and cyclodehydrated to form the corresponding monomer 2-(2-pyrrolidon-5-yl)-2-oxazoline. The reactants are C(C)(C)C(N1C([C@@H](CCCC1)NC(=O)C=1NC2=CC=CC=C2C1)=O)(C(N)=O)C1=CC=CC=C1 ((R)-1H-Indole-2-carboxylic acid[1-(isopropyl-phenyl-carbamoylmethyl)-2-oxo-azepan-3-yl]-amide), [H-].[Na+] (sodium hydride), O (water), BrCC(=O)OC(C)(C)C (tert-butyl bromoacetate). The solvent is CN(C=O)C (dimethylformamide). The product is C(C)(C)C(N1C([C@@H](CCCC1)NC(=O)C=1N(C2=CC=CC=C2C1)CC(=O)O)=O)(C(N)=O)C1=CC=CC=C1 ((R)-{2-[1-(Isopropyl-phenyl-carbamoylmethyl)-2oxo-azepan-3-ylcarbamoyl]-indol-1-yl}-acetic acid). As a reaction SMILES: [CH:1]([C:4]([C:28]1[CH:33]=[CH:32][CH:31]=[CH:30][CH:29]=1)([C:25](=[O:27])[NH2:26])[N:5]1[CH2:11][CH2:10][CH2:9][CH2:8][C@@H:7]([NH:12][C:13]([C:15]2[NH:16][C:17]3[C:22]([CH:23]=2)=[CH:21][CH:20]=[CH:19][CH:18]=3)=[O:14])[C:6]1=[O:24])([CH3:3])[CH3:2].[H-].[Na+].Br[CH2:37][C:38]([O:40]C(C)(C)C)=[O:39].O>CN(C)C=O>[CH:1]([C:4]([C:28]1[CH:29]=[CH:30][CH:31]=[CH:32][CH:33]=1)([C:25](=[O:27])[NH2:26])[N:5]1[CH2:11][CH2:10][CH2:9][CH2:8][C@@H:7]([NH:12][C:13]([C:15]2[N:16]([CH2:37][C:38]([OH:40])=[O:39])[C:17]3[C:22]([CH:23]=2)=[CH:21][CH:20]=[CH:19][CH:18]=3)=[O:14])[C:6]1=[O:24])([CH3:3])[CH3:2] |f:1.2|. Procedure: To a solution of example 46 (1.200 g) under nitrogen in anhydrous dimethylformamide (10 mL) at 0°-5° C. was added sodium hydride (60% dispersion in mineral oil, 0.113 g). After stirring until the reaction mixture was homogeneous, tert-butyl bromoacetate (0.434 mL) was added. The reaction mixture was maintained at 0°-5° C. for 1.5 h and then added to water (100 mL). The resulting slurry was cooled to 0°-5° C., filtered and the filter cake was dried under high vacuum to provide the title compound ... The reactants are C(C)OC(C(C#N)(CCOCCOCCI)CCOCCOCCI)=O (bis(8-iodo-3,6-dioxaoctyl)cyanoacetic acid ethyl ester), [H-].[Na+] (sodium hydride). Solvent: O1CCCC1 (tetrahydrofuran), O1CCCC1 (tetrahydrofuran). The product is C(#N)C(CCOC(C)OCCC(C#N)C(=O)OCC)C(=O)OCC (bis(3-cyano-3-carboethoxypropoxy)ethane). Isolated yield 200.0%. Reaction SMILES: [H-].[Na+].[CH2:3]([O:5][C:6](=[O:28])[C:7]([CH2:19][CH2:20][O:21][CH2:22][CH2:23]OCCI)(CCOCCOCCI)[C:8]#[N:9])[CH3:4]>O1CCCC1>[C:8]([CH:7]([C:6]([O:5][CH2:3][CH3:4])=[O:28])[CH2:19][CH2:20][O:21][CH:22]([O:21][CH2:20][CH2:19][CH:7]([C:6]([O:5][CH2:3][CH3:4])=[O:28])[C:8]#[N:9])[CH3:23])#[N:9] |f:0.1|. Procedure: 0.19 g (4 mmol) of sodium hydride was added to 20 ml of dry tetrahydrofuran, and to this solution was added dropwise, while refluxing under heating, a solution formed by dissolving 0.6 g (1 mmol) of bis(8-iodo-3,6-dioxaoctyl)cyanoacetic acid ethyl ester obtained in the above-said preparation process and 0.34 g (1 mmol) of bis(3-cyano-3-carboethoxypropoxy)ethane in 20 ml of tetrahydrofuran, by using a specific dropping apparatus for the high dilution reactions (an apparatus designed to dilute the...